This data is from the Open Reaction Database (ORD), a public repository of structured organic reaction records. The task is: describe an organic reaction: reactants, conditions, products, and yield Reactants: C(C)(C)(C)OC(NCCCC(N(C)OC)=O)=O ([3-(N-Methoxy-N-methyl-carbamoyl)-propyl]carbamic acid tert-butyl ester), C[Mg]Br (methylmagnesium bromide), OS(=O)(=O)[O-].[K+] (KHSO4). Solvent: C1CCOC1 (THF). Run at time 2 hour. Product: C(C)(C)(C)OC(NCCCC(C)=O)=O ((4-Oxo-pentyl)carbamic acid tert-butyl ester). Reaction SMILES: [C:1]([O:5][C:6](=[O:17])[NH:7][CH2:8][CH2:9][CH2:10][C:11](=[O:16])N(OC)C)([CH3:4])([CH3:3])[CH3:2].[CH3:18][Mg]Br.OS([O-])(=O)=O.[K+]>C1COCC1>[C:1]([O:5][C:6](=[O:17])[NH:7][CH2:8][CH2:9][CH2:10][C:11](=[O:16])[CH3:18])([CH3:2])([CH3:3])[CH3:4] |f:2.3|. Procedure: To a stirred solution of 11-3 (10.0 g, 40.5 mmol) and THF (200 ml) at 0° C. was added methylmagnesium bromide (27.0 ml, 91.0 mmol; 3M in ether) dropwise over 20 minutes. After 2.0 hours, 10% KHSO4 was added slowly. The mixture was extracted with EtOAc. The organic portion was washed with sat. NaHCO3, brine, and dried over MgSO4. Evaporative removal of the solvent gave 11-4 as a colorless oil. Starting materials: CC1C2CC(C(/C=C/C=C(/CC3=CC(=C(C(=C3)OC)Cl)N(C(=O)CC(C4(C1O4)C)O)C)\C)OC)(NC(=O)O2)O (maytansinol), C(C)(=O)O (acetic acid), CC(N=C=NC(C)C)C (DIC). Reagents/catalysts: CN(C)C=1C=CN=CC1 (DMAP), C(F)(F)(F)S(=O)(=O)[O-].C(F)(F)(F)S(=O)(=O)[O-].C(F)(F)(F)S(=O)(=O)[O-].[Sc+3] (Sc(OTf)3). Run in C(Cl)Cl (CH2Cl2). Conditions: temperature -8 celsius, time 0.5 hour. The product is desired product, C[C@@H]1[C@@H]2C[C@]([C@@H](/C=C/C=C(/CC3=CC(=C(C(=C3)OC)Cl)N(C(=O)C[C@@H]([C@]4([C@H]1O4)C)OC(=O)C)C)\C)OC)(NC(=O)O2)O (ansamitocin P1). Reaction SMILES: [CH3:1][CH:2]1[CH:27]2[O:28][C:26]2([CH3:29])[CH:25]([OH:30])[CH2:24][C:22](=[O:23])[N:21]([CH3:31])[C:14]2=[C:15]([Cl:20])[C:16]([O:18][CH3:19])=[CH:17][C:12](=[CH:13]2)[CH2:11][C:10]([CH3:32])=[CH:9][CH:8]=[CH:7][CH:6]([O:33][CH3:34])[C:5]2([OH:39])[NH:35][C:36]([O:38][CH:3]1[CH2:4]2)=[O:37].[C:40](O)(=[O:42])[CH3:41].CC(C)N=C=NC(C)C>CN(C1C=CN=CC=1)C.C(Cl)Cl.C(S([O-])(=O)=O)(F)(F)F.C(S([O-])(=O)=O)(F)(F)F.C(S([O-])(=O)=O)(F)(F)F.[Sc+3]>[CH3:1][C@H:2]1[C@@H:27]2[O:28][C@@:26]2([CH3:29])[C@@H:25]([O:30][C:40]([CH3:41])=[O:42])[CH2:24][C:22](=[O:23])[N:21]([CH3:31])[C:14]2=[C:15]([Cl:20])[C:16]([O:18][CH3:19])=[CH:17][C:12](=[CH:13]2)[CH2:11][C:10]([CH3:32])=[CH:9][CH:8]=[CH:7][C@@H:6]([O:33][CH3:34])[C@:5]2([OH:39])[NH:35][C:36]([O:38][C@H:3]1[CH2:4]2)=[O:37] |f:5.6.7.8|. Procedure details: A mixture of maytansinol (6.00 mg, 0.01062 mmol), acetic acid (12.75 mg, 0.2124 mmol), Sc(OTf)3 (3.14 mg, 0.00637 mmol) and DMAP (3.89 mg, 0.03186 mmol) in CH2Cl2 (1 mL) was stirred for 0.5 h at −8° C. DIC (29.49 mg, 0.2337 mmol) was added dropwise. The mixture was stirred till completion, quenched with diluted HCl, extracted with CH2Cl2. The organic layer was washed with aq. NaHCO3, brine, and dried over anhydrous Na2SO4. The solvent was removed under reduced pressure. Chromatography (silica ge... The solvent is C(Cl)Cl (methylene chloride). The yield is 63.6%. Starting materials: FC=1C=C(C=CC1N)C(C(=O)OCC)C (ethyl 2-(3-fluoro-4-aminophenyl)propionate), BrC=1SC=CN1 (2-bromothiazole). Run at time 15 minute. RXN SMILES: [F:1][C:2]1[CH:3]=[C:4]([CH:9]([CH3:15])[C:10]([O:12][CH2:13][CH3:14])=[O:11])[CH:5]=[CH:6][C:7]=1[NH2:8].Br[C:17]1[S:18][CH:19]=[CH:20][N:21]=1>C(Cl)Cl>[F:1][C:2]1[CH:3]=[C:4]([CH:9]([CH3:15])[C:10]([O:12][CH2:13][CH3:14])=[O:11])[CH:5]=[CH:6][C:7]=1[NH:8][C:17]1[S:18][CH:19]=[CH:20][N:21]=1. Procedure details: A mixture of ethyl 2-(3-fluoro-4-aminophenyl)propionate (15 g) and 2-bromothiazole (11.7 g) is stirred at 150°-155° C for 15 minutes. The reaction mixture is dissolved in methylene chloride and the solution is washed with an aqueous solution of sodium hydrogen carbonate and dried. The solvent is evaporated. The residue is subjected to chromatography using alumina. From benzene eluate, ethyl 2-[3-fluoro-4-(N-thiazol-2-ylamino)phenyl]propionate (13.3 g) is obtained as oily substance boiling at 162... Product: FC=1C=C(C=CC1NC=1SC=CN1)C(C(=O)OCC)C (ethyl 2-[3-fluoro-4-(N-thiazol-2-ylamino)phenyl]propionate). Reactants: COc1ccc(C(OCC2OC(n3cc(C=CBr)c(=O)[nH]c3=O)CC2O)(c2ccccc2)c2ccc(OC)cc2)cc1, CI, Cc1ccccc1, CO, CO, ClC(Cl)Cl, ClCCl, [K+], O=P([O-])([O-])[O-], C1COCCO1, [OH-], O. The product is COc1ccc(C(OCC2OC(n3cc(C=CBr)c(=O)[nH]c3=O)CC2OC)(c2ccccc2)c2ccc(OC)cc2)cc1. As a reaction SMILES: [CH3:1][O:2][c:3]1[cH:4][cH:5][c:6]([C:7]([c:8]2[cH:9][cH:10][c:11]([O:14][CH3:15])[cH:12][cH:13]2)([c:16]2[cH:17][cH:18][cH:19][cH:20][cH:21]2)[O:22][CH2:23][CH:24]2[CH:25]([OH:40])[CH2:26][CH:27]([n:29]3[c:30](=[O:31])[nH:32][c:33](=[O:34])[c:35]([CH:37]=[CH:38][Br:39])[cH:36]3)[O:28]2)[cH:41][cH:42]1.[CH3:45][I:46].[CH3:58][c:59]1[cH:60][cH:61][cH:62][cH:63][cH:64]1.[CH3:65][OH:66].[CH3:71][OH:72].[CH:67]([Cl:68])([Cl:69])[Cl:70].[Cl:73][CH2:74][Cl:75].[K+:44].[O-:47][P:48](=[O:49])([O-:50])[O-:51].[O:52]1[CH2:53][CH2:54][O:55][CH2:56][CH2:57]1.[OH-:43].[OH2:76]>>[CH3:1][O:2][c:3]1[cH:4][cH:5][c:6]([C:7]([c:8]2[cH:9][cH:10][c:11]([O:14][CH3:15])[cH:12][cH:13]2)([c:16]2[cH:17][cH:18][cH:19][cH:20][cH:21]2)[O:22][CH2:23][CH:24]2[CH:25]([O:40][CH3:45])[CH2:26][CH:27]([n:29]3[c:30](=[O:31])[nH:32][c:33](=[O:34])[c:35]([CH:37]=[CH:38][Br:39])[cH:36]3)[O:28]2)[cH:41][cH:42]1. The reactants are O (water), N-potassium, C1(C=2C(C(N1)=O)=CC=CC2)=O (phthalimide), [N+](=O)([O-])C1=C(C(=O)Cl)C=C(C=C1)OC1=C(C=C(C=C1)C(F)(F)F)Cl (2-Nitro-5-(2-chloro-4-trifluoromethylphenoxy)benzoyl chloride). Solvent: CN(C=O)C (dimethylformamide). Conditions: time 8 hour. The product is [N+](=O)([O-])C1=C(C(=O)N2C(C=3C(C2=O)=CC=CC3)=O)C=C(C=C1)OC1=C(C=C(C=C1)C(F)(F)F)Cl (N-[2-nitro-5-(2-chloro-4-trifluoromethylphenoxy)benzoyl]phthalimide). Reaction SMILES: [C:1]1(=[O:11])[NH:5][C:4](=[O:6])[C:3]2=[CH:7][CH:8]=[CH:9][CH:10]=[C:2]12.[N+:12]([C:15]1[CH:23]=[CH:22][C:21]([O:24][C:25]2[CH:30]=[CH:29][C:28]([C:31]([F:34])([F:33])[F:32])=[CH:27][C:26]=2[Cl:35])=[CH:20][C:16]=1[C:17](Cl)=[O:18])([O-:14])=[O:13].O>CN(C)C=O>[N+:12]([C:15]1[CH:23]=[CH:22][C:21]([O:24][C:25]2[CH:30]=[CH:29][C:28]([C:31]([F:32])([F:33])[F:34])=[CH:27][C:26]=2[Cl:35])=[CH:20][C:16]=1[C:17]([N:5]1[C:1](=[O:11])[C:2]2=[CH:10][CH:9]=[CH:8][CH:7]=[C:3]2[C:4]1=[O:6])=[O:18])([O-:14])=[O:13]. Procedure details: The N-potassium salt of phthalimide (4.63 grams; 0.025 mole) dissolved in dimethylformamide (50 ml) was charged into a glass reaction vessel equipped with a mechanical stirrer and thermometer. 2-Nitro-5-(2-chloro-4-trifluoromethylphenoxy)benzoyl chloride (9.5 grams; 0.025 mole) was added and the reaction mixture was stirred at room temperature overnight. After this time the mixture was poured into water and was thereafter extracted with toluene. The toluene extract was evaporated to dryness leav... Starting materials: compound 33C, COC1=C(C=CC=C1N1CCN(CC1)C)[N+](=O)[O-] (2-methoxy-3-(4-methylpiperazin-1-yl)-1-nitrobenzene), O.NN (hydrazine hydrate). The reagents and catalysts are [Ni] (Raney nickel). Solvent: C(C)O (ethanol). The product is COC1=C(N)C=CC=C1N1CCN(CC1)C (2-methoxy-3-(4-methylpiperazin-1-yl)aniline). Yield: 67.0%. As a reaction SMILES: [CH3:1][O:2][C:3]1[C:8]([N:9]2[CH2:14][CH2:13][N:12]([CH3:15])[CH2:11][CH2:10]2)=[CH:7][CH:6]=[CH:5][C:4]=1[N+:16]([O-])=O.O.NN>[Ni].C(O)C>[CH3:1][O:2][C:3]1[C:8]([N:9]2[CH2:10][CH2:11][N:12]([CH3:15])[CH2:13][CH2:14]2)=[CH:7][CH:6]=[CH:5][C:4]=1[NH2:16] |f:1.2|. Procedure: Compound 54A is prepared according to the procedure described for compound 33C, using the following reactants: 2-methoxy-3-(4-methylpiperazin-1-yl)-1-nitrobenzene (3.6 g); hydrazine hydrate (4 ml); ethanol (50 ml); Raney nickel (one spatula-ful). The crude product is purified by flash chromatography with a mixture (90/9/1) of dichloromethane/methanol/aqueous ammonia). Reactants: O=C([O-])[O-], CCOC(=O)C(Cc1ccc(O)c(C)c1)OCC, CS(=O)(=O)OCCc1ccc(OS(C)(=O)=O)cc1, CCC(C)=O, [K+], [K+]. Product: CCOC(=O)C(Cc1ccc(OCCc2ccc(OS(C)(=O)=O)cc2)c(C)c1)OCC. As a reaction SMILES: [C:37](=[O:38])([O-:39])[O-:40].[CH2:1]([CH3:2])[O:3][CH:4]([C:5](=[O:6])[O:7][CH2:8][CH3:9])[CH2:10][c:11]1[cH:12][c:13]([CH3:18])[c:14]([OH:17])[cH:15][cH:16]1.[CH3:19][S:20](=[O:21])(=[O:22])[O:23][c:24]1[cH:25][cH:26][c:27]([CH2:30][CH2:31][O:32][S:33]([CH3:34])(=[O:35])=[O:36])[cH:28][cH:29]1.[CH3:43][C:44](=[O:45])[CH2:46][CH3:47].[K+:41].[K+:42]>>[CH2:1]([CH3:2])[O:3][CH:4]([C:5](=[O:6])[O:7][CH2:8][CH3:9])[CH2:10][c:11]1[cH:12][c:13]([CH3:18])[c:14]([O:17][CH2:31][CH2:30][c:27]2[cH:26][cH:25][c:24]([O:23][S:20]([CH3:19])(=[O:21])=[O:22])[cH:29][cH:28]2)[cH:15][cH:16]1.